Dataset: the Open Reaction Database (ORD), a public repository of structured organic reaction records. Task: describe an organic reaction: reactants, conditions, products, and yield Product: O=C(CN1C(=O)c2ccccc2S1(=O)=O)Nc1ccccc1. The reactants are CN(C)C=O, O=C(CCl)Nc1ccccc1, [Na], O=C1NS(=O)(=O)c2ccccc21. RXN SMILES: [CH3:25][N:26]([CH3:27])[CH:28]=[O:29].[Cl:14][CH2:15][C:16](=[O:17])[NH:18][c:19]1[cH:20][cH:21][cH:22][cH:23][cH:24]1.[Na:13].[S:1]1(=[O:2])(=[O:3])[NH:4][C:5](=[O:6])[c:7]2[cH:8][cH:9][cH:10][cH:11][c:12]21>>[S:1]1(=[O:2])(=[O:3])[N:4]([CH2:15][C:16](=[O:17])[NH:18][c:19]2[cH:20][cH:21][cH:22][cH:23][cH:24]2)[C:5](=[O:6])[c:7]2[cH:8][cH:9][cH:10][cH:11][c:12]21. The reactants are C(=C)N(C=O)CCC(=O)OC (methyl 3-(N-vinylformamido)propionate), N(CCO)CCO (diethanolamine), C[O-].[Na+] (sodium methoxide). Run in CO (methanol). Reaction conditions: temperature 90 celsius, time 2 hour. The product is OCCN(C(CCN(C=O)C=C)=O)CCO (N,N-di-(2-hydroxyethyl) 3-(N-vinylformamido)propionamide). Reaction SMILES: [CH:1]([N:3]([CH2:6][CH2:7][C:8]([O:10]C)=O)[CH:4]=[O:5])=[CH2:2].[NH:12]([CH2:16][CH2:17][OH:18])[CH2:13][CH2:14][OH:15].C[O-].[Na+]>CO>[OH:15][CH2:14][CH2:13][N:12]([CH2:16][CH2:17][OH:18])[C:8](=[O:10])[CH2:7][CH2:6][N:3]([CH:1]=[CH2:2])[CH:4]=[O:5] |f:2.3|. Reported procedure: A 50 mL single-neck round bottom flask equipped with a distillation head was charged with 15.1 grams (0.096 mole) of methyl 3-(N-vinylformamido)propionate, 9.95 grams (0.09 mole) of diethanolamine and 0.15 gram of 25% sodium methoxide in methanol solution. The mixture was stirred at 90° C. for 2 hours and the generated methanol was removed by distillation at reduced pressure. Both proton NMR and GC analyses indicated approximately a 90% conversion to the titled product. The reactants are O=C(n1ccnc1)n1ccnc1, C1COCCO1, CCc1nccc(N)c1Cl, O, O=C(O)Cc1ccc(O)cc1. The product is CCc1nccc(NC(=O)Cc2ccc(O)cc2)c1Cl. Reaction SMILES: [C:12]([n:13]1[cH:14][cH:15][n:16][cH:17]1)([n:18]1[cH:19][cH:20][n:21][cH:22]1)=[O:23].[CH2:35]1[O:36][CH2:37][CH2:38][O:39][CH2:40]1.[NH2:24][c:25]1[c:26]([Cl:33])[c:27]([CH2:31][CH3:32])[n:28][cH:29][cH:30]1.[OH2:34].[OH:1][c:2]1[cH:3][cH:4][c:5]([CH2:8][C:9](=[O:10])[OH:11])[cH:6][cH:7]1>>[OH:1][c:2]1[cH:3][cH:4][c:5]([CH2:8][C:9](=[O:11])[NH:24][c:25]2[c:26]([Cl:33])[c:27]([CH2:31][CH3:32])[n:28][cH:29][cH:30]2)[cH:6][cH:7]1.